From a dataset of the Open Reaction Database (ORD), a public repository of structured organic reaction records. describe an organic reaction: reactants, conditions, products, and yield Reactants: ClCCl, ClC(Cl)Cl, CC(C)(O)CCCc1ccccc1O. The product is CC1(C)CCCc2ccccc2O1. Reaction SMILES: [CH2:19]([Cl:20])[Cl:21].[CH:15]([Cl:16])([Cl:17])[Cl:18].[OH:1][c:2]1[c:3]([CH2:8][CH2:9][CH2:10][C:11]([CH3:12])([OH:13])[CH3:14])[cH:4][cH:5][cH:6][cH:7]1>>[c:2]12[c:3]([cH:4][cH:5][cH:6][cH:7]1)[CH2:8][CH2:9][CH2:10][C:11]([CH3:12])([CH3:14])[O:13]2.